This data is from the Open Reaction Database (ORD), a public repository of structured organic reaction records. The task is: describe an organic reaction: reactants, conditions, products, and yield The reactants are CC(=O)NCCC1=CNC2=C1C=C(C=C2)OC (Melatonin), O1CCCC1 (tetrahydrofuran), C(C)(=O)Cl (acetyl chloride), [H-].[Na+] (sodium hydride). Reaction conditions: time 8 hour. Yields the product C(C)(=O)N1C=C(C2=CC(=CC=C12)OC)CCNC(C)=O (N-[2-(1-acetyl-5-methoxyindol-3-yl)ethyl]acetamide), C(C)(=O)N1C=C(C2=CC(=CC=C12)OC)CCN(C(C)=O)C(=O)C (N-[2-(1-acetyl-5-methoxyindol-3-yl)ethyl]diacetamide). As a reaction SMILES: [CH3:1][C:2]([NH:4][CH2:5][CH2:6][C:7]1[C:11]2[CH:12]=[C:13]([O:16][CH3:17])[CH:14]=[CH:15][C:10]=2[NH:9][CH:8]=1)=[O:3].[H-].[Na+].[C:20](Cl)(=[O:22])[CH3:21].[O:24]1CC[CH2:26][CH2:25]1>>[C:20]([N:9]1[C:10]2[C:11](=[CH:12][C:13]([O:16][CH3:17])=[CH:14][CH:15]=2)[C:7]([CH2:6][CH2:5][NH:4][C:2](=[O:3])[CH3:1])=[CH:8]1)(=[O:22])[CH3:21].[C:20]([N:9]1[C:10]2[C:11](=[CH:12][C:13]([O:16][CH3:17])=[CH:14][CH:15]=2)[C:7]([CH2:6][CH2:5][N:4]([C:25]([CH3:26])=[O:24])[C:2](=[O:3])[CH3:1])=[CH:8]1)(=[O:22])[CH3:21] |f:1.2|. Procedure details: Melatonin (126 mg) is dissolved in tetrahydrofuran (10 ml) in a 50 ml round-bottomed flask, sodium hydride (200 mg) is then added and the mixture is maintained at reflux (10 min). After cooling (0° C.), acetyl chloride is added and the mixture is kept stirring overnight (room temperature). After filtration and dilution (EtOAc), the organic phase is washed with water and then separated on a silica plate. N-[2-(1-Acetyl-5-methoxyindol-3-yl)ethyl]acetamide (1) is mainly obtained, along with a side ...